Dataset: the Open Reaction Database (ORD), a public repository of structured organic reaction records. Task: describe an organic reaction: reactants, conditions, products, and yield Starting materials: C12CC=CC2C(C1)=CC(=O)OC(C)(C)C (Tert-butyl bicyclo[3.2.0]hept-3-en-6-ylideneacetate), [N+](=O)([O-])C (nitromethane), N12CCCCCC2=NCCC1 (1,8-diazabicyclo[5.4.0]undec-7-ene). Solvent: Cl (hydrochloric acid). Reaction conditions: time 1 hour. The product is [N+](=O)([O-])CC1(C2C=CCC2C1)CC(=O)OC(C)(C)C (Tert-butyl [6-(nitromethyl)bicyclo[3.2.0]hept-3-en-6-yl]acetate). RXN SMILES: [CH:1]12[CH2:7][C:6](=[CH:8][C:9]([O:11][C:12]([CH3:15])([CH3:14])[CH3:13])=[O:10])[CH:5]1[CH:4]=[CH:3][CH2:2]2.N12CCCN=C1CCCCC2.[N+:27]([CH3:30])([O-:29])=[O:28]>Cl>[N+:27]([CH2:30][C:6]1([CH2:8][C:9]([O:11][C:12]([CH3:15])([CH3:14])[CH3:13])=[O:10])[CH2:7][CH:1]2[CH:5]1[CH:4]=[CH:3][CH2:2]2)([O-:29])=[O:28]. Procedure details: Tert-butyl bicyclo[3.2.0]hept-3-en-6-ylideneacetate (1.73 g, 8.39 mmol) was dissolved in nitromethane (10 mL). To the solution, 1,8-diazabicyclo[5.4.0]undec-7-ene (1.3 mL, 8.4 mmol) was added, and the mixture was stirred at room temperature for 1 hour and then heated with stirring at 50 to 60° C. for 5 hours. The mixture was allowed to cool and then diluted with 1 N hydrochloric acid and saturated saline, followed by extraction with ethyl acetate. Then, the organic layer was dried over anhydrous... Reactants: [N+](=O)([O-])C1=CC=C(OC(C(=O)O)C)C=C1 (2-(4-Nitrophenoxy)-propionic acid), OCCOC(C(C)OC1=CC=C(C=C1)[N+](=O)[O-])=O (2-(4-Nitrophenoxy)-propionic acid 2-hydroxy-ethyl ester), C1(CCCCC1)N=C=NC1CCCCC1 (1,3-dicyclohexyl carbodiimide). The solvent is ClCCl (dichloromethane), ClCCl (dichloromethane). Reaction conditions: time 8 hour. Product: [N+](=O)([O-])C1=CC=C(OC(C(=O)OCCOC(C(C)OC2=CC=C(C=C2)[N+](=O)[O-])=O)C)C=C1 (2-(4-Nitrophenoxy)propionic acid 2-[2-(4-nitrophenoxy)propionyloxy]ethyl ester). The yield is 35.1%. Reaction SMILES: [N+:1]([C:4]1[CH:15]=[CH:14][C:7]([O:8][CH:9]([CH3:13])[C:10]([OH:12])=[O:11])=[CH:6][CH:5]=1)([O-:3])=[O:2].O[CH2:17][CH2:18][O:19][C:20](=[O:33])[CH:21]([O:23][C:24]1[CH:29]=[CH:28][C:27]([N+:30]([O-:32])=[O:31])=[CH:26][CH:25]=1)[CH3:22].C1(N=C=NC2CCCCC2)CCCCC1>ClCCl>[N+:1]([C:4]1[CH:5]=[CH:6][C:7]([O:8][CH:9]([CH3:13])[C:10]([O:12][CH2:17][CH2:18][O:19][C:20](=[O:33])[CH:21]([O:23][C:24]2[CH:29]=[CH:28][C:27]([N+:30]([O-:32])=[O:31])=[CH:26][CH:25]=2)[CH3:22])=[O:11])=[CH:14][CH:15]=1)([O-:3])=[O:2]. Reported procedure: To a mixture of 2-(4-nitrophenoxy)-propionic acid 29 (25 g, 118.5 mmol) and 2-(4-nitrophenoxy)propionic acid 2-hydroxyethyl ester 30 (25 g, 108 mmol) in anhydrous dichloromethane (625 ml) under nitrogen atmosphere was added dropwise a solution of 1,3-dicyclohexyl carbodiimide (40 g, 194 mmol) in anhydrous dichloromethane (250 ml). The reaction mixture was stirred at room temperature for 8 hours. The solids were filtered off and dichloromethane distilled off to get crude 31. The crude 31 was puri... Starting materials: FC(C)(F)C1=CC(=CC=C1)[N+](=O)[O-] (1-(1,1-difluoroethyl)-3-nitrobenzene). The reagents and catalysts are [Zn] (zinc). Run in CC(=O)O (AcOH), CCOC(=O)C (EtOAc). Reaction conditions: time 8 hour. The product is FC(C)(F)C=1C=C(C=CC1)N (3-(1,1-difluoroethyl)benzenamine). Reaction SMILES: [F:1][C:2]([C:5]1[CH:10]=[CH:9][CH:8]=[C:7]([N+:11]([O-])=O)[CH:6]=1)([F:4])[CH3:3]>CC(O)=O.CCOC(C)=O.[Zn]>[F:1][C:2]([C:5]1[CH:6]=[C:7]([NH2:11])[CH:8]=[CH:9][CH:10]=1)([F:4])[CH3:3]. Reported procedure: To a solution of 1-(1,1-difluoroethyl)-3-nitrobenzene (2.75 g, 14.7 mmol) in AcOH (30 mL) was added zinc (10.0 g, 153 mmol). The reaction mixture was allowed to stir at rt overnight. The mixture was diluted with EtOAc (40 mL) and filtered through Celite. The filtrate was concentrated. The residue was diluted with DCM (20 mL), washed with saturated NaHCO3 (20 mL) and brine, dried over Na2SO4, filtered and concentrated. The residue was purified by column chromatography to give 3-(1,1-difluoroethyl... Reactants: CCC(=O)NCc1cccc(-c2csc(NC(=S)NC(=O)c3ccccc3)n2)n1, CO, [Na+], [OH-], O. Product: CCC(=O)NCc1cccc(-c2csc(NC(N)=S)n2)n1. RXN SMILES: [C:3](=[O:4])([c:5]1[cH:6][cH:7][cH:8][cH:9][cH:10]1)[NH:11][C:12]([NH:13][c:14]1[s:15][cH:16][c:17](-[c:19]2[n:20][c:21]([CH2:25][NH:26][C:27]([CH2:28][CH3:29])=[O:30])[cH:22][cH:23][cH:24]2)[n:18]1)=[S:31].[CH3:33][OH:34].[Na+:2].[OH-:1].[OH2:32]>>[NH2:11][C:12]([NH:13][c:14]1[s:15][cH:16][c:17](-[c:19]2[n:20][c:21]([CH2:25][NH:26][C:27]([CH2:28][CH3:29])=[O:30])[cH:22][cH:23][cH:24]2)[n:18]1)=[S:31]. The reactants are [H-].[Al+3].[Li+].[H-].[H-].[H-] (lithium aluminum hydride), C(C)N(CC(=O)NC1=C(C=CC=C1C(C)C)C(C)C)CC (2-(diethylamino)-N-(2,6-bis(1-methylethyl)phenyl)acetamide), O (water), [OH-].[Na+] (NaOH), O (water), [H-].[Al+3].[Li+].[H-].[H-].[H-] (lithium aluminum hydride). Run in O1CCCC1 (tetrahydrofuran), O1CCCC1 (tetrahydrofuran). Product: C(C)N(CCNC1=C(C=CC=C1C(C)C)C(C)C)CC (N,N-Diethyl-N'-(2,6-bis(1-methylethyl)phenyl)-1,2-ethanediamine). RXN SMILES: [H-].[Al+3].[Li+].[H-].[H-].[H-].[CH2:7]([N:9]([CH2:26][CH3:27])[CH2:10][C:11]([NH:13][C:14]1[C:19]([CH:20]([CH3:22])[CH3:21])=[CH:18][CH:17]=[CH:16][C:15]=1[CH:23]([CH3:25])[CH3:24])=O)[CH3:8].O.[OH-].[Na+]>O1CCCC1>[CH2:26]([N:9]([CH2:7][CH3:8])[CH2:10][CH2:11][NH:13][C:14]1[C:19]([CH:20]([CH3:21])[CH3:22])=[CH:18][CH:17]=[CH:16][C:15]=1[CH:23]([CH3:25])[CH3:24])[CH3:27] |f:0.1.2.3.4.5,8.9|. Reported procedure: To 200 mL of tetrahydrofuran under a nitrogen atmosphere add 8.8 g (0.23 mol) of lithium aluminum hydride. Add dropwise a solution of 33.8 g (0.12 mol) of 2-(diethylamino)-N-(2,6-bis(1-methylethyl)phenyl)acetamide in 150 mL of tetrahydrofuran. When the addition is complete allow the reaction to stir at reflux. Monitor the progress of the reaction by thin-layer chromatography on silica gel (CH2Cl2 :MeOH, 9:1). Upon completion of the reaction add 1 mL of water, 1 mL of 15% NaOH and 3 mL of water p... Starting materials: ice ethanol, S(O)(O)(=O)=O (sulfuric acid), Cl (hydrogen chloride), C[Si]([N-][Si](C)(C)C)(C)C.[Li+] (lithium hexamethyldisilazanide), C(C)(C)(C)OC(=O)C1(CC1)CCN(CC(=O)OC(C)(C)C)CC1=CC=CC=C1 (1-[2-(benzyl-tert-butoxycarbonylmethyl-amino)-ethyl]-cyclopropanecarboxylic acid tert-butyl ester), C(C)(C)(C)OC(=O)C1=C(C2(CC2)CCN1CC1=CC=CC=C1)O (6-benzyl-4-hydroxy-6-aza-spiro[2.5]oct-4-ene-5-carboxylic acid tert-butyl ester), [OH-].[Na+] (sodium hydroxide), C(O)([O-])=O.[Na+] (sodium hydrogencarbonate), [Li] (lithium), C(C)(C)(C)OC(=O)C1=C(C2(CC2)CCN1CC1=CC=CC=C1)O (6-benzyl-4-hydroxy-6-aza-spiro[2.5]oct-4-ene-5-carboxylic acid tert-butyl ester). Solvent: O1CCCC1 (tetrahydrofuran), C(C)(=O)OCC (ethyl acetate), O1CCCC1 (tetrahydrofuran). Reaction conditions: temperature 2 celsius, time 2 hour. Product: Cl.C(C1=CC=CC=C1)N1CC(C2(CC2)CC1)=O (6-Benzyl-6-aza-spiro[2.5]octan-4-one hydrochloride). Isolated yield 74.0%. Reaction SMILES: C(OC([C:8]1([CH2:11][CH2:12][N:13]([CH2:22][C:23]2[CH:28]=[CH:27][CH:26]=[CH:25][CH:24]=2)[CH2:14][C:15](OC(C)(C)C)=[O:16])[CH2:10][CH2:9]1)=O)(C)(C)C.C[Si](C)(C)[N-][Si](C)(C)C.[Li+].[Li].C(OC(C1N(CC2C=CC=CC=2)CCC2(CC2)C=1O)=O)(C)(C)C.S(=O)(=O)(O)O.[OH-].[Na+].C(=O)([O-])O.[Na+].[ClH:75]>O1CCCC1.C(OCC)(=O)C>[ClH:75].[CH2:22]([N:13]1[CH2:12][CH2:11][C:8]2([CH2:10][CH2:9]2)[C:15](=[O:16])[CH2:14]1)[C:23]1[CH:28]=[CH:27][CH:26]=[CH:25][CH:24]=1 |f:1.2,6.7,8.9,13.14,^1:38|. Procedure: 10.8 g (24.4 mmol, 1 equiv.) 1-[2-(benzyl-tert-butoxycarbonylmethyl-amino)-ethyl]-cyclopropanecarboxylic acid tert-butyl ester were dissolved in 35 ml tetrahydrofuran. 50 ml (2.05 equiv.) 1 M lithium hexamethyldisilazanide solution in tetrahydrofuran were added dropwise over 2.5 h maintaining the temperature between 20° C. and 25° C. After 2 h at room temperature (IPC by HPLC), the reaction mixture (containing the lithium salt of 6-benzyl-4-hydroxy-6-aza-spiro[2.5]oct-4-ene-5-carboxylic acid ter... The reactants are C(=O)C1C(C1)C(=O)OCC (ethyl 2-formyl-1-cyclopropanecarboxylate), C(=O)C=P(C1=CC=CC=C1)(C1=CC=CC=C1)C1=CC=CC=C1 (formylmethylenetriphenylphosphorane), O1CCCC1 (tetrahydrofuran). Product: C1(CC1)C(=O)OCCC=CC=O (Cyclopropanecarboxylic acid, 2-(2-formylethenyl)-ethyl ester). The yield is 80.0%. Reaction SMILES: C([CH:3]1[CH2:5][CH:4]1[C:6]([O:8][CH2:9][CH3:10])=[O:7])=O.C(C=P(C1C=CC=CC=1)(C1C=CC=CC=1)C1C=CC=CC=1)=O.[O:33]1C[CH2:36][CH2:35][CH2:34]1>>[CH:4]1([C:6]([O:8][CH2:9][CH2:10][CH:36]=[CH:35][CH:34]=[O:33])=[O:7])[CH2:3][CH2:5]1. Procedure: A mixture of ethyl 2-formyl-1-cyclopropanecarboxylate (55 g, 0.39 moles) and formylmethylenetriphenylphosphorane (117.7 g, 0.39 moles) in tetrahydrofuran (600 ml) is refluxed for 40 hours. The solvent is removed under reduced pressure. The residue is triturated with ether/hexane (1:1) and filtered. The filtrate is evaporated, dissolved in ether/petroleum ether and filtered through a column of silica gel. The solvent is stripped from the filtrate to give a dark oil. The oil is distilled under red... Starting materials: BrC1=CN(C=2N=CN=C(C21)Cl)C(C)C (5-Bromo4-chloro-7-isopropyl-7H-pyrrolo[2,3-d]pyrimidine), CON(C(=O)C1=NC=CC(=C1)Cl)C (4-Chloro-pyridine-2-carboxylic acid methoxy-methyl-amide), NC=1C2=C(N=CN1)N(C=C2C(=O)C2=NC(=CC=C2)N)C(C)C ((4-Amino-7-isopropyl-7H-pyrrolo[2,3-d]pyrimidin-5-yl)-(6-amino-pyridin-2-yl)-methanone). Yields the product NC=1C2=C(N=CN1)N(C=C2C(=O)C2=NC=CC(=C2)N)C(C)C ((4-Amino-7-isopropyl-7H-pyrrolo[2,3-d]pyrimidin-5-yl)-(4-amino-pyridin-2-yl)-methanone). RXN SMILES: BrC1C2C(Cl)=NC=NC=2[N:4](C(C)C)C=1.CON(C)C(C1C=C(Cl)C=CN=1)=O.[NH2:28][C:29]1[C:30]2[C:37]([C:38]([C:40]3[CH:45]=[CH:44][CH:43]=[C:42](N)[N:41]=3)=[O:39])=[CH:36][N:35]([CH:47]([CH3:49])[CH3:48])[C:31]=2[N:32]=[CH:33][N:34]=1>>[NH2:28][C:29]1[C:30]2[C:37]([C:38]([C:40]3[CH:45]=[C:44]([NH2:4])[CH:43]=[CH:42][N:41]=3)=[O:39])=[CH:36][N:35]([CH:47]([CH3:49])[CH3:48])[C:31]=2[N:32]=[CH:33][N:34]=1. Reported procedure: The title compound was prepared from 5-Bromo4-chloro-7-isopropyl-7H-pyrrolo[2,3-d]pyrimidine (6.5 g, 23.7 mmol) and 4-Chloro-pyridine-2-carboxylic acid methoxy-methyl-amide (5.7 g, 28.5 mmol) by procedures analogous to those described for the preparation (4-Amino-7-isopropyl-7H-pyrrolo[2,3-d]pyrimidin-5-yl)-(6-amino-pyridin-2-yl)-methanone. MS: The reactants are N(=O)[O-].[Na+] (sodium nitrite), CCOCCOCCN(C1=CC=CC=C1)CC (N-[β-(β-ethoxy)ethoxy]ethyl-N-ethylaniline), [NH+](=O)[O-] (HNO2), ClC1=C(N)C=C(C=C1)Cl (2,5-dichloroaniline), crude product, S(N)(O)(=O)=O (sulfamic acid), C(C)(=O)[O-].[Na+] (sodium acetate). Solvent: O (water), Cl (HCl), Cl (hydrochloric acid), O (water), O (water). Run at temperature 5 celsius. Product: ClC1=C(C=C(C=C1)Cl)N=NC1=CC=C(N(CC)CCOCCOCC)C=C1 (4-(2,5-dichlorophenylazo)-N-[β-(β-ethoxy) ethoxy]ethyl-N-ethylaniline). As a reaction SMILES: [Cl:1][C:2]1[CH:8]=[CH:7][C:6]([Cl:9])=[CH:5][C:3]=1[NH2:4].N([O-])=O.[Na+].S(=O)(=O)(O)N.[NH+:19]([O-])=O.[CH3:22][CH2:23][O:24][CH2:25][CH2:26][O:27][CH2:28][CH2:29][N:30]([CH2:37][CH3:38])[C:31]1[CH:36]=[CH:35][CH:34]=[CH:33][CH:32]=1.C([O-])(=O)C.[Na+]>Cl.O>[Cl:1][C:2]1[CH:8]=[CH:7][C:6]([Cl:9])=[CH:5][C:3]=1[N:4]=[N:19][C:34]1[CH:33]=[CH:32][C:31]([N:30]([CH2:29][CH2:28][O:27][CH2:26][CH2:25][O:24][CH2:23][CH3:22])[CH2:37][CH3:38])=[CH:36][CH:35]=1 |f:1.2,6.7|. Procedure: 16.1 g (0.1 mole) of 2,5-dichloroaniline was dissolved in a mixed solution of 85 ml of concentrated hydrochloric acid and 200 ml of water while stirring with heating on a water bath and the solution was cooled to 5° C and a solution prepared by dissolving 8.28 g (0.12 mole) of sodium nitrite in 50 ml of water was slowly added dropwise. The temperature was kept at 5° C and after completion of the addition of the solution was stirred for 20 minutes, sulfamic acid was added thereto to decompose exc...